Dataset: the Open Reaction Database (ORD), a public repository of structured organic reaction records. Task: describe an organic reaction: reactants, conditions, products, and yield Reactants: CC(C)Cn1c(=O)n(C)c(=O)c2c(Br)c(C(O)c3ccccc3C(F)(F)F)sc21, CC[SiH](CC)CC, ClCCl, O=C(O)C(F)(F)F. The product is CC(C)Cn1c(=O)n(C)c(=O)c2c(Br)c(Cc3ccccc3C(F)(F)F)sc21. As a reaction SMILES: [Br:1][c:2]1[c:3]([CH:18]([c:19]2[c:20]([C:25]([F:26])([F:27])[F:28])[cH:21][cH:22][cH:23][cH:24]2)[OH:29])[s:4][c:5]2[n:6]([CH2:14][CH:15]([CH3:16])[CH3:17])[c:7](=[O:13])[n:8]([CH3:12])[c:9](=[O:11])[c:10]12.[CH2:40]([SiH:41]([CH2:42][CH3:43])[CH2:44][CH3:45])[CH3:46].[Cl:37][CH2:38][Cl:39].[OH:30][C:31]([C:32]([F:33])([F:34])[F:35])=[O:36]>>[Br:1][c:2]1[c:3]([CH2:18][c:19]2[c:20]([C:25]([F:26])([F:27])[F:28])[cH:21][cH:22][cH:23][cH:24]2)[s:4][c:5]2[n:6]([CH2:14][CH:15]([CH3:16])[CH3:17])[c:7](=[O:13])[n:8]([CH3:12])[c:9](=[O:11])[c:10]12.